This data is from the Open Reaction Database (ORD), a public repository of structured organic reaction records. The task is: describe an organic reaction: reactants, conditions, products, and yield The reactants are CC(CNc1ccc(OC(F)(F)F)cc1)NC(=O)C(CC1CCCCC1)NC(=O)OCc1ccccc1, CO. Product: CC(CNc1ccc(OC(F)(F)F)cc1)NC(=O)C(N)CC1CCCCC1. Reaction SMILES: [CH2:1]([O:2][C:3](=[O:4])[NH:10][CH:11]([CH2:12][CH:13]1[CH2:14][CH2:15][CH2:16][CH2:17][CH2:18]1)[C:19]([NH:20][CH:21]([CH2:22][NH:23][c:24]1[cH:25][cH:26][c:27]([O:30][C:31]([F:32])([F:33])[F:34])[cH:28][cH:29]1)[CH3:35])=[O:36])[c:5]1[cH:6][cH:7][cH:8][cH:9][cH:37]1.[CH3:38][OH:39]>>[NH2:10][CH:11]([CH2:12][CH:13]1[CH2:14][CH2:15][CH2:16][CH2:17][CH2:18]1)[C:19]([NH:20][CH:21]([CH2:22][NH:23][c:24]1[cH:25][cH:26][c:27]([O:30][C:31]([F:32])([F:33])[F:34])[cH:28][cH:29]1)[CH3:35])=[O:36].